This data is from the Open Reaction Database (ORD), a public repository of structured organic reaction records. The task is: describe an organic reaction: reactants, conditions, products, and yield Reactants: C[Si](C)(C)C=[N+]=[N-], CC(=O)O, CO, CCCCCC, ClCCl, CC(C)(C)OC(=O)NCc1nnn[nH]1. Yields the product Cn1nnc(CNC(=O)OC(C)(C)C)n1. Reaction SMILES: [CH3:15][Si:16]([CH:17]=[N+:18]=[N-:19])([CH3:20])[CH3:21].[CH3:22][C:23](=[O:24])[OH:25].[CH3:29][OH:30].[CH3:31][CH2:32][CH2:33][CH2:34][CH2:35][CH3:36].[Cl:26][CH2:27][Cl:28].[nH:1]1[n:2][n:3][n:4][c:5]1[CH2:6][NH:7][C:8]([O:9][C:10]([CH3:11])([CH3:12])[CH3:13])=[O:14]>>[n:1]1[n:2][n:3]([CH3:15])[n:4][c:5]1[CH2:6][NH:7][C:8]([O:9][C:10]([CH3:11])([CH3:12])[CH3:13])=[O:14]. Run at temperature 150 celsius. The reagents and catalysts are Cl[Pd]([P](C1=CC=CC=C1)(C2=CC=CC=C2)C3=CC=CC=C3)([P](C4=CC=CC=C4)(C5=CC=CC=C5)C6=CC=CC=C6)Cl (dichlorobis(triphenylphosphine)palladium(II)). The solvent is CO (MeOH), CC#N.O (MeCN water). RXN SMILES: Br[C:2]1[N:6]2[N:7]=[C:8]([NH:11][CH2:12][CH2:13][O:14][C:15]3[CH:20]=[CH:19][CH:18]=[CH:17][C:16]=3[O:21][CH3:22])[CH:9]=[CH:10][C:5]2=[N:4][CH:3]=1.Cl.[NH2:24][CH2:25][C:26]1[CH:31]=[CH:30][C:29](B(O)O)=[CH:28][CH:27]=1.C([O-])([O-])=O.[K+].[K+]>CC#N.O.CO.Cl[Pd](Cl)([P](C1C=CC=CC=1)(C1C=CC=CC=1)C1C=CC=CC=1)[P](C1C=CC=CC=1)(C1C=CC=CC=1)C1C=CC=CC=1>[NH2:24][CH2:25][C:26]1[CH:31]=[CH:30][C:29]([C:2]2[N:6]3[N:7]=[C:8]([NH:11][CH2:12][CH2:13][O:14][C:15]4[CH:20]=[CH:19][CH:18]=[CH:17][C:16]=4[O:21][CH3:22])[CH:9]=[CH:10][C:5]3=[N:4][CH:3]=2)=[CH:28][CH:27]=1 |f:1.2,3.4.5,6.7,^1:49,68|. The product is NCC1=CC=C(C=C1)C1=CN=C2N1N=C(C=C2)NCCOC2=C(C=CC=C2)OC ([3-(4-Aminomethyl-phenyl)-imidazo[1,2-b]pyridazin-6-yl]-[2-(2-methoxy-phenoxy)-ethyl]-amine). Starting materials: BrC1=CN=C2N1N=C(C=C2)NCCOC2=C(C=CC=C2)OC ((3-bromo-imidazo[1,2-b]pyridazin-6-yl)-[2-(2-methoxy-phenoxy)-ethyl]-amine), Cl.NCC1=CC=C(C=C1)B(O)O ((4-aminomethylphenyl)boronic acid hydrochloride), C(=O)([O-])[O-].[K+].[K+] (K2CO3). Reported procedure: A mixture of ((3-bromo-imidazo[1,2-b]pyridazin-6-yl)-[2-(2-methoxy-phenoxy)-ethyl]-amine (75 mg, 0.21 mmol), (4-aminomethylphenyl)boronic acid hydrochloride (51 mg, 0.27 mmol), K2CO3 (87 mg, 0.63 mmol) and dichlorobis(triphenylphosphine)palladium(II) (7.4 mg, 0.011 mmol) in MeCN/water (3.2 ml/0.8 ml) was heated in a microwave at 150° C. for 15 min. The reaction mixture was diluted with MeOH (3 ml) and filtered. The filtrate was subjected to preparative HPLC to give the titled compound as AcOH sa... The reactants are CC(=O)c1cccn1C, COC(=O)c1ccccc1, CCOCC, CCO, O. Yields the product Cn1cccc1C(=O)CC(=O)c1ccccc1. Reaction SMILES: [C:11]([CH3:12])(=[O:13])[c:14]1[n:15]([CH3:19])[cH:16][cH:17][cH:18]1.[C:1]([c:2]1[cH:3][cH:4][cH:5][cH:6][cH:7]1)([O:9][CH3:8])=[O:10].[CH2:24]([O:25][CH2:26][CH3:27])[CH3:28].[CH3:20][CH2:21][OH:22].[OH2:23]>>[C:1]([c:2]1[cH:3][cH:4][cH:5][cH:6][cH:7]1)(=[O:9])[CH2:12][C:11](=[O:13])[c:14]1[n:15]([CH3:19])[cH:16][cH:17][cH:18]1. The reactants are C([O-])([O-])=O.[Na+].[Na+] (sodium carbonate), S(=O)(Cl)Cl (thionyl chloride), CC=1C(=NC=CC1SCCCSC=1C=CC=2N(N1)C(=CN2)[N+](=O)[O-])CO ({3-methyl-4-[3-(3-nitroimidazo[1,2-b]pyridazin-6-yl-sulfanyl)propylsulfanyl]pyridin-2-yl}methanol). The solvent is ClCCl (dichloromethane), ClCCl (dichloromethane). Conditions: temperature 0 celsius, time 18 hour. Yields the product ClCC1=NC=CC(=C1C)SCCCSC=1C=CC=2N(N1)C(=CN2)[N+](=O)[O-] (6-[3-(2-Chloromethyl-3-methylpyridin-4-ylsulfanyl)-propylsulfanyl]-3-nitroimidazo-[1,2-b]pyridazine). Isolated yield 97.5%. RXN SMILES: S(Cl)([Cl:3])=O.[CH3:5][C:6]1[C:7]([CH2:29]O)=[N:8][CH:9]=[CH:10][C:11]=1[S:12][CH2:13][CH2:14][CH2:15][S:16][C:17]1[CH:18]=[CH:19][C:20]2[N:21]([C:23]([N+:26]([O-:28])=[O:27])=[CH:24][N:25]=2)[N:22]=1.C(=O)([O-])[O-].[Na+].[Na+]>ClCCl>[Cl:3][CH2:29][C:7]1[C:6]([CH3:5])=[C:11]([S:12][CH2:13][CH2:14][CH2:15][S:16][C:17]2[CH:18]=[CH:19][C:20]3[N:21]([C:23]([N+:26]([O-:28])=[O:27])=[CH:24][N:25]=3)[N:22]=2)[CH:10]=[CH:9][N:8]=1 |f:2.3.4|. Reported procedure: A solution of 3.6 ml (49.8 mmol) of thionyl chloride in 30 ml of dichloromethane is added dropwise at room temperature to a solution of 15.0 g (38.3 mmol) of {3-methyl-4-[3-(3-nitroimidazo[1,2-b]pyridazin-6-yl-sulfanyl)propylsulfanyl]pyridin-2-yl}methanol in 400 ml of anhydrous dichloromethane and the mixture is then stirred for a further 18 h. It is then cooled to 0° C. and aqueous sodium carbonate solution (100 ml) is cautiously added dropwise. The dichloromethane is distilled off. The suspens... Solvent: C1CCOC1 (THF). The product is ClC=1C=CC2=C(N(C(=N2)C=2C=NC=CC2C(C)O)C)C1 (1-[3-(6-chloro-1-methyl-1H-benzoimidazol-2-yl)-pyridin-4-yl]-ethanol). The reactants are ClC=1C=CC2=C(N(C(=N2)C=2C=NC=CC2C=O)C)C1 (3-(6-chloro-1-methyl-1H-benzoimidazol-2-yl)-pyridine-4-carbaldehyde), C[Mg+].[Br-] (MeMgBr), C(C)OCC (diethyl ether). Conditions: temperature -78 celsius, time 0.5 hour. Reported procedure: To a solution of 3-(6-chloro-1-methyl-1H-benzoimidazol-2-yl)-pyridine-4-carbaldehyde (75 mg, 0.276 mmol) in THF (4 mL) at −78° C. was added 3 M MeMgBr in diethyl ether (0.138 mL, 0.414 mmol) and the mixture was stirred at −78° C. for 0.5 hr. The reaction was quenched with water (0.5 mL) and the mixture was warmed to room temperature. It was concentrated in vacuo. The crude was taken up in MeOH (5 mL) and purified on RP-HPLC using RP18 column and gradient 0.1% aqueous NH4OH in acetonitrile, follo... As a reaction SMILES: [Cl:1][C:2]1[CH:3]=[CH:4][C:5]2[N:9]=[C:8]([C:10]3[CH:11]=[N:12][CH:13]=[CH:14][C:15]=3[CH:16]=[O:17])[N:7]([CH3:18])[C:6]=2[CH:19]=1.C[Mg+].[Br-].[CH2:23](OCC)C>C1COCC1>[Cl:1][C:2]1[CH:3]=[CH:4][C:5]2[N:9]=[C:8]([C:10]3[CH:11]=[N:12][CH:13]=[CH:14][C:15]=3[CH:16]([OH:17])[CH3:23])[N:7]([CH3:18])[C:6]=2[CH:19]=1 |f:1.2|. Starting materials: CCOc1cc(OCC)c2ccccc2c1OC(C)=O, O=C([O-])[O-], CO, [K+], [K+], O. Yields the product CCOc1cc(OCC)c2ccccc2c1O. RXN SMILES: [C:1](=[O:2])([CH3:3])[O:4][c:5]1[c:6]([O:18][CH2:19][CH3:20])[cH:7][c:8]([O:15][CH2:16][CH3:17])[c:9]2[cH:10][cH:11][cH:12][cH:13][c:14]12.[C:21](=[O:22])([O-:23])[O-:24].[CH3:27][OH:28].[K+:25].[K+:26].[OH2:29]>>[OH:4][c:5]1[c:6]([O:18][CH2:19][CH3:20])[cH:7][c:8]([O:15][CH2:16][CH3:17])[c:9]2[cH:10][cH:11][cH:12][cH:13][c:14]12. Starting materials: C[Si](CCOCN(C1=CC(=NC=2N1N=CC2I)C2CCC(CC2)=O)COCC[Si](C)(C)C)(C)C (4-(7-(bis((2-(trimethylsilyl)ethoxy)methyl)amino)-3-iodopyrazolo[1,5-a]pyrimidin-5-yl)cyclohexanone), C1(=CC=CC=C1)C1=NC=C(C=C1)B1OC(C(O1)(C)C)(C)C (2-phenyl-5-(4,4,5,5-tetramethyl-1,3,2-dioxaborolan-2-yl)pyridine), PdCl2(dppf)CH2Cl2, [O-]P(=O)([O-])[O-].[K+].[K+].[K+] (K3PO4). Solvent: O1CCOCC1.O (dioxane H2O). Reaction conditions: temperature 90 celsius. The product is C[Si](CCOCN(C1=CC(=NC=2N1N=CC2C=2C=NC(=CC2)C2=CC=CC=C2)C2CCC(CC2)=O)COCC[Si](C)(C)C)(C)C (4-(7-(bis((2-(trimethylsilyl)ethoxy)methyl)amino)-3-(6-phenylpyridin-3-yl)pyrazolo[1,5-a]pyrimidin-5-yl)cyclohexanone). Isolated yield 81.8%. As a reaction SMILES: [CH3:1][Si:2]([CH3:34])([CH3:33])[CH2:3][CH2:4][O:5][CH2:6][N:7]([CH2:25][O:26][CH2:27][CH2:28][Si:29]([CH3:32])([CH3:31])[CH3:30])[C:8]1[N:13]2[N:14]=[CH:15][C:16](I)=[C:12]2[N:11]=[C:10]([CH:18]2[CH2:23][CH2:22][C:21](=[O:24])[CH2:20][CH2:19]2)[CH:9]=1.[C:35]1([C:41]2[CH:46]=[CH:45][C:44](B3OC(C)(C)C(C)(C)O3)=[CH:43][N:42]=2)[CH:40]=[CH:39][CH:38]=[CH:37][CH:36]=1.[O-]P([O-])([O-])=O.[K+].[K+].[K+]>O1CCOCC1.O>[CH3:1][Si:2]([CH3:34])([CH3:33])[CH2:3][CH2:4][O:5][CH2:6][N:7]([CH2:25][O:26][CH2:27][CH2:28][Si:29]([CH3:32])([CH3:31])[CH3:30])[C:8]1[N:13]2[N:14]=[CH:15][C:16]([C:44]3[CH:43]=[N:42][C:41]([C:35]4[CH:40]=[CH:39][CH:38]=[CH:37][CH:36]=4)=[CH:46][CH:45]=3)=[C:12]2[N:11]=[C:10]([CH:18]2[CH2:23][CH2:22][C:21](=[O:24])[CH2:20][CH2:19]2)[CH:9]=1 |f:2.3.4.5,6.7|. Procedure: A mixture of 4-(7-(bis((2-(trimethylsilyl)ethoxy)methyl)amino)-3-iodopyrazolo[1,5-a]pyrimidin-5-yl)cyclohexanone (751 mg, 1.22 mmol), 2-phenyl-5-(4,4,5,5-tetramethyl-1,3,2-dioxaborolan-2-yl)pyridine (444 mg, 1.58 mmol), PdCl2(dppf)CH2Cl2 (99.6 mg, 0.122 mmol), and K3PO4 (777 mg, 3.66 mmol) in dioxane/H2O (7/0.7 mL) was degassed and then heated at 90° C. for 16 h. After cooling, the reaction mixture was diluted with EtOAc and washed with H2O and brine, dried over Na2SO4, and concentrated. The cru... Run at temperature 50 celsius. Solvent: C1CCOC1 (THF). RXN SMILES: [CH:1]([C:4]1[NH:5][CH:6]=[C:7]([C:9]([CH3:20])([C:11]2[CH:16]=[CH:15][CH:14]=[C:13]([N+:17]([O-:19])=[O:18])[CH:12]=2)[CH3:10])[N:8]=1)([CH3:3])[CH3:2].[C:21](=O)([O-])[O-].[K+].[K+].IC>C1COCC1>[CH:1]([C:4]1[N:5]([CH3:21])[CH:6]=[C:7]([C:9]([CH3:10])([C:11]2[CH:16]=[CH:15][CH:14]=[C:13]([N+:17]([O-:19])=[O:18])[CH:12]=2)[CH3:20])[N:8]=1)([CH3:3])[CH3:2] |f:1.2.3|. Procedure: To a solution of 2-isopropyl-4-[1-methyl-1-(3-nitro-phenyl)-ethyl]-1H-imidazole (0.35 g, 1.28 mmol) in THF (2 mL) was added potassium carbonate (0.21 g, 1.5 mmol) and iodomethane (0.12 mL, 1.92 mmol). The mixture was heated at 50° C. for 5 h then concentrated in vacuo. The residue was partitioned between water and DCM then the organic phase was dried over sodium sulfate and evaporated to afford 2-isopropyl-1-methyl-4-[1-methyl-1-(3-nitro-phenyl)-ethyl]-1H-imidazole (0.2 g, 56%) as colourless sem... Yields the product C(C)(C)C=1N(C=C(N1)C(C)(C1=CC(=CC=C1)[N+](=O)[O-])C)C (2-isopropyl-1-methyl-4-[1-methyl-1-(3-nitro-phenyl)-ethyl]-1H-imidazole). Isolated yield 54.4%. Reactants: C(C)(C)C=1NC=C(N1)C(C)(C1=CC(=CC=C1)[N+](=O)[O-])C (2-isopropyl-4-[1-methyl-1-(3-nitro-phenyl)-ethyl]-1H-imidazole), C([O-])([O-])=O.[K+].[K+] (potassium carbonate), IC (iodomethane). Starting materials: C(Cl)Cl (DCM), S1C=C(C=C1)C1=CCCCC1 (Thiophene-3-yl cyclohexene), C1(=CC=CC=C1)O (phenol), B(F)(F)F (BF3). The solvent is CCOC(=O)C (EtOAc). Run at temperature 70 celsius. Product: OC1=CC=C(C=C1)S1C=C(C=C1)C1CCCCC1 (1-(4-Hydroxyphenyl)-thiophene-3-yl cyclohexane). RXN SMILES: [S:1]1[CH:5]=[CH:4][C:3]([C:6]2[CH2:11][CH2:10][CH2:9][CH2:8][CH:7]=2)=[CH:2]1.[C:12]1([OH:18])[CH:17]=[CH:16][CH:15]=[CH:14][CH:13]=1.B(F)(F)F.C(Cl)Cl>CCOC(C)=O>[OH:18][C:12]1[CH:17]=[CH:16][C:15]([SH:1]2[CH:5]=[CH:4][C:3]([CH:6]3[CH2:11][CH2:10][CH2:9][CH2:8][CH2:7]3)=[CH:2]2)=[CH:14][CH:13]=1. Procedure: Thiophene-3-yl cyclohexene (72.3 mg, 0.44 mmol), and phenol (82.8 mg, 0.88 mmol) was mixed and gently heated until uniform and BF3*H3PO4 (4 uL, 0.044 mmol) was added. The mixture was heated at 70° C. overnight and the dark residue was diluted with EtOAc, washed with sat. NaHCO3, dried and concentrated. Column chromatography (silica, 0-20% EtOAc) gave a mixture of isomers and the desired product could be isolated by preparative TLC (DCM eluent). Yield: 3.7 mg, off-white/pale yellow solid. GC-MS: ...